From a dataset of the Open Reaction Database (ORD), a public repository of structured organic reaction records. describe an organic reaction: reactants, conditions, products, and yield The reactants are CCO, N, COc1cc2c(cc1[N+](=O)[O-])OC(C)(C)C1OC21, O. Product: COc1cc2c(cc1[N+](=O)[O-])OC(C)(C)C(O)C2N. RXN SMILES: [CH3:21][CH2:22][OH:23].[NH3:20].[O:1]1[CH:2]2[C:3]([CH3:17])([CH3:18])[O:4][c:5]3[c:6]([cH:8][c:9]([O:15][CH3:16])[c:10]([N+:12](=[O:13])[O-:14])[cH:11]3)[CH:7]12.[OH2:19]>>[OH:1][CH:2]1[C:3]([CH3:17])([CH3:18])[O:4][c:5]2[c:6]([cH:8][c:9]([O:15][CH3:16])[c:10]([N+:12](=[O:13])[O-:14])[cH:11]2)[CH:7]1[NH2:20]. Procedure: 1.10 g (2.40 mmol) of the compound of Example 5A is reacted analogously to the synthesis of the compound of Example 20A with 518 mg (3.61 mmol) of 6-chloropyridin-2-yl-hydrazine. After hydrolysis, 737 mg (66% of theory) of the title compound is obtained. Reactants: [Li].BrC=1C=C(C=C(C1)OC(F)(F)F)C(=CC(C(=O)OCC)=O)[O-] (Lithium 1-(3-bromo-5-trifluoromethoxyphenyl)-4-ethoxy-3,4-dioxobut-1-en-1-olate), ClC=1C=C(C=C(C1)F)C1=CC(=NN1C1=NC=CC=C1)C(=O)O (5-(3-Chloro-5-fluorophenyl)-1-(pyridin-2-yl)-1H-pyrazole-3-carboxylic acid), ClC1=CC=CC(=N1)NN (6-chloropyridin-2-yl-hydrazine). As a reaction SMILES: [Li].[Br:2][C:3]1[CH:4]=[C:5]([C:14]([O-])=[CH:15][C:16](=O)[C:17]([O:19]CC)=[O:18])[CH:6]=[C:7]([O:9][C:10]([F:13])([F:12])[F:11])[CH:8]=1.ClC1C=C(C2N(C3C=CC=CN=3)N=C(C(O)=O)C=2)C=C(F)C=1.[Cl:46][C:47]1[N:52]=[C:51]([NH:53][NH2:54])[CH:50]=[CH:49][CH:48]=1>>[Br:2][C:3]1[CH:4]=[C:5]([C:14]2[N:53]([C:51]3[CH:50]=[CH:49][CH:48]=[C:47]([Cl:46])[N:52]=3)[N:54]=[C:16]([C:17]([OH:19])=[O:18])[CH:15]=2)[CH:6]=[C:7]([O:9][C:10]([F:11])([F:12])[F:13])[CH:8]=1 |f:0.1,^1:0|. Product: BrC=1C=C(C=C(C1)OC(F)(F)F)C1=CC(=NN1C1=NC(=CC=C1)Cl)C(=O)O (5-(3-Bromo-5-trifluoromethoxyphenyl)-1-(6-chloropyridin-2-yl)-1H-pyrazole-3-carboxylic acid). The reactants are CS(=O)(=O)O, CO, CCOC(C)=O, N#CC1CC(F)CN1C(=O)CNC1CCC(Cn2cncn2)C1. Yields the product CS(=O)(=O)O, N=C1C2CC(F)CN2C(=O)CN1C1CCC(Cn2cncn2)C1. RXN SMILES: [CH3:1][S:2](=[O:3])(=[O:4])[OH:5].[CH3:29][OH:30].[CH3:31][CH2:32][O:33][C:34](=[O:35])[CH3:36].[F:6][CH:7]1[CH2:8][CH:9]([C:27]#[N:28])[N:10]([C:12]([CH2:13][NH:14][CH:15]2[CH2:16][CH:17]([CH2:20][n:21]3[n:22][cH:23][n:24][cH:25]3)[CH2:18][CH2:19]2)=[O:26])[CH2:11]1>>[CH3:1][S:2](=[O:3])(=[O:4])[OH:5].[F:6][CH:7]1[CH2:8][CH:9]2[N:10]([CH2:11]1)[C:12](=[O:26])[CH2:13][N:14]([CH:15]1[CH2:16][CH:17]([CH2:20][n:21]3[n:22][cH:23][n:24][cH:25]3)[CH2:18][CH2:19]1)[C:27]2=[NH:28].